From a dataset of the Open Reaction Database (ORD), a public repository of structured organic reaction records. describe an organic reaction: reactants, conditions, products, and yield The reactants are BrC1=CC(=C(C=O)C(=C1)F)F (4-Bromo-2,6-difluoro-benzaldehyde), [OH-].[K+] (potassium hydroxide), C(CC(C)C)N (isoamyl amine), C(C)(=O)O[BH-](OC(C)=O)OC(C)=O.[Na+] (sodium triacetoxyborohydride). Run in ClC(C)Cl (dichloroethane). Run at time 2 hour. Product: BrC1=CC(=C(CNCCC(C)C)C(=C1)F)F ((4-Bromo-2,6-difluoro-benzyl)-(3-methyl-butyl)-amine). Reaction SMILES: [Br:1][C:2]1[CH:9]=[C:8]([F:10])[C:5]([CH:6]=O)=[C:4]([F:11])[CH:3]=1.[CH2:12]([NH2:17])[CH2:13][CH:14]([CH3:16])[CH3:15].C(O[BH-](OC(=O)C)OC(=O)C)(=O)C.[Na+].[OH-].[K+]>ClC(Cl)C>[Br:1][C:2]1[CH:9]=[C:8]([F:10])[C:5]([CH2:6][NH:17][CH2:12][CH2:13][CH:14]([CH3:16])[CH3:15])=[C:4]([F:11])[CH:3]=1 |f:2.3,4.5|. Procedure: 4-Bromo-2,6-difluoro-benzaldehyde (I-1a: 30 g) and isoamyl amine (13 g) were combined in dichloroethane (1 L) at ambient temperature. After stirring for 2 hours, sodium triacetoxyborohydride (144 g) was added to the reaction mixture. After stirring overnight, the reaction mixture was treated with a 2 M aqueous potassium hydroxide solution. The layers were separated and the organic phase dried over magnesium sulfate before being filtered and concentrated with a rotary evaporator to provide the ti... The reactants are BrC1=CC=C(C=C1)C1(CC1)NC(CC)=O (N-[1-(4-bromophenyl)-cyclopropyl]-propionamide), BrC1=CC=C(C=C1)C1(CC1)NC(CC)=O (N-[1-(4-bromophenyl)-cyclopropyl]-propionamide), BH3-Me2S, solution, C(=O)(O)[O-].[Na+] (NaHCO3). The solvent is C1CCOC1 (THF), C1CCOC1 (THF). Run at temperature 55 celsius, time 2 hour. Product: BrC1=CC=C(C=C1)C1(CC1)NCCC ([1-(4-Bromophenyl)-cyclopropyl]-propylamine), EtOAc—hexanes. Yield: 10.0%. As a reaction SMILES: [Br:1][C:2]1[CH:7]=[CH:6][C:5]([C:8]2([NH:11][C:12](=O)[CH2:13][CH3:14])[CH2:10][CH2:9]2)=[CH:4][CH:3]=1.C([O-])(O)=O.[Na+]>C1COCC1>[Br:1][C:2]1[CH:3]=[CH:4][C:5]([C:8]2([NH:11][CH2:12][CH2:13][CH3:14])[CH2:9][CH2:10]2)=[CH:6][CH:7]=1 |f:1.2|. Reported procedure: To a solution of N-[1-(4-bromophenyl)-cyclopropyl]-propionamide (Intermediate 117, 85.0 mg, 0.32 mmol) in THF (5 mL) at 0° C. was added BH3-Me2S (48.0 mg, 0.63 mmol; 0.31 mL of a 2M solution in THF). The solution was heated to 55° C. for 17 hours, cooled to room temperature, saturated aqueous NaHCO3 was added and the resulting mixture was stirred for 2 hours. This mixture was extracted with EtOAc and the combined organic layers were washed with H2O and saturated aqueous NaCl before being dried (... Starting materials: L-DBTA, CC(C)CC(C1(CCC1)C=2C=CC(=CC2)Cl)N(C)C (sibutramine). Solvent: C(C)(=O)OCC (ethyl acetate), C(C)(=O)OCC (ethyl acetate), C(C)(=O)OCC (ethyl acetate). Yields the product L-DBTA, CC(C)C[C@@H](C1(CCC1)C2=CC=C(C=C2)Cl)N(C)C ((−)-sibutramine). As a reaction SMILES: [CH3:1][CH:2]([CH2:4][CH:5]([N:17]([CH3:19])[CH3:18])[C:6]1([C:10]2[CH:11]=[CH:12][C:13]([Cl:16])=[CH:14][CH:15]=2)[CH2:9][CH2:8][CH2:7]1)[CH3:3]>C(OCC)(=O)C>[CH3:3][CH:2]([CH2:4][C@H:5]([N:17]([CH3:18])[CH3:19])[C:6]1([C:10]2[CH:15]=[CH:14][C:13]([Cl:16])=[CH:12][CH:11]=2)[CH2:7][CH2:8][CH2:9]1)[CH3:1]. Reported procedure: 12.3 g of racemic sibutramine was dissolved in 85 ml of ethyl acetate, L-DBTA dissolved in 85 ml of ethyl acetate was added thereto. The reaction mixture was heated under reflux, cooled to room temperature and then filtered to obtain crystals (ee: about 85%). And then, the crystals were suspended in 220 ml of ethyl acetate, and heated under reflux to obtain solids. The solids were recrystallized from 450 ml of isopropyl alcohol to obtain L-DBTA salt of (−)-sibutramine (ee: ≧99.3%). The L-DBTA sa... The reactants are COC1=CC=C(CNC=2C(N(C(=CN2)C)CC(=O)O)=O)C=C1 (3-(4-Methoxybenzylamino)-6-methyl-1-carboxymethyl pyrazinone). The solvent is FC(C(=O)O)(F)F (trifluoroacetic acid). Yields the product NC=1C(N(C(=CN1)C)CC(=O)O)=O (3-Amino-6-methyl-1-carboxymethylpyrazinone). Reaction SMILES: COC1C=CC(C[NH:8][C:9]2[C:10](=[O:20])[N:11]([CH2:16][C:17]([OH:19])=[O:18])[C:12]([CH3:15])=[CH:13][N:14]=2)=CC=1>FC(F)(F)C(O)=O>[NH2:8][C:9]1[C:10](=[O:20])[N:11]([CH2:16][C:17]([OH:19])=[O:18])[C:12]([CH3:15])=[CH:13][N:14]=1. Procedure: The pyrazinone 18-6 (900 mg) was heated at reflux in trifluoroacetic acid (20 mL) for 7 h. The volatiles were removed in vacuo and the residue was azeotroped with CH2Cl2, then EtOAc then MeOH. MeOH was added to the residue and the solution filtered to remove impurities. Removal of the methanol then afforded the title compound 18-7 which was used as such: The reactants are N(=NC(=O)OCC)C(=O)OCC (diethyl azodicarboxylate), C1(=CC=CC=C1)P(C1=CC=CC=C1)C1=CC=CC=C1 (triphenylphosphine), BrC1=CC=C(C=2NC3=CC(=CC=C3C12)NC(C(CCO)(C)C)=O)C(=O)N (4-bromo-7-(4-hydroxy-2,2-dimethylbutanamido)-9H-carbazole-1-carboxamide), BrC1=CC=C(C=2NC3=CC(=CC=C3C12)NC(C(CCO)(C)C)=O)C(=O)N (4-bromo-7-(4-hydroxy-2,2-dimethylbutanamido)-9H-carbazole-1-carboxamide), N(=NC(=O)OCC)C(=O)OCC (diethyl azodicarboxylate), C1(=CC=CC=C1)P(C1=CC=CC=C1)C1=CC=CC=C1 (triphenylphosphine). The solvent is C(Cl)Cl (DCM), C1CCOC1 (THF). Reaction conditions: time 1 hour. Yields the product BrC1=CC=C(C=2NC3=CC(=CC=C3C12)N1C(C(CC1)(C)C)=O)C(=O)N (4-bromo-7-(3,3-dimethyl-2-oxopyrrolidin-1-yl)-9H-carbazole-1-carboxamide). Isolated yield 51.6%. As a reaction SMILES: [Br:1][C:2]1[C:14]2[C:13]3[C:8](=[CH:9][C:10]([NH:15][C:16](=[O:23])[C:17]([CH3:22])([CH3:21])[CH2:18][CH2:19]O)=[CH:11][CH:12]=3)[NH:7][C:6]=2[C:5]([C:24]([NH2:26])=[O:25])=[CH:4][CH:3]=1.N(C(OCC)=O)=NC(OCC)=O.C1(P(C2C=CC=CC=2)C2C=CC=CC=2)C=CC=CC=1>C1COCC1.C(Cl)Cl>[Br:1][C:2]1[C:14]2[C:13]3[C:8](=[CH:9][C:10]([N:15]4[CH2:19][CH2:18][C:17]([CH3:22])([CH3:21])[C:16]4=[O:23])=[CH:11][CH:12]=3)[NH:7][C:6]=2[C:5]([C:24]([NH2:26])=[O:25])=[CH:4][CH:3]=1. Reported procedure: A solution of 4-bromo-7-(4-hydroxy-2,2-dimethylbutanamido)-9H-carbazole-1-carboxamide (Intermediate 58-1, 89 mg, 0.213 mmol), diethyl azodicarboxylate (0.051 mL, 0.319 mmol) and triphenylphosphine (84 mg, 0.319 mmol) in THF (1 mL) was stirred at rt for 1 h. More diethyl azodicarboxylate (0.051 mL, 0.319 mmol) and triphenylphosphine (84 mg, 0.319 mmol) were added, and these additions repeated again after 1 h more. The mixture was diluted with DCM, washed with NaHCO3 (aq) and water, and dried and ... The reactants are C(CC)OC(=O)N1CCN(CC1)C(C(C(C)F)NC(=O)OCC1=CC=CC=C1)=O (4-(2-Benzyloxycarbonylamino-3-fluoro-butyryl)-piperazine-1-carboxylic acid propyl ester). The reagents and catalysts are [Pd] (Pd/C). The solvent is C(C)O (ethanol). Conditions: time 1 hour. Product: C(CC)OC(=O)N1CCN(CC1)C(C(C(C)F)N)=O (4-(2-Amino-3-fluoro-butyryl)-piperazine-1-carboxylic acid propyl ester). Reaction SMILES: [CH2:1]([O:4][C:5]([N:7]1[CH2:12][CH2:11][N:10]([C:13](=[O:29])[CH:14]([NH:18]C(OCC2C=CC=CC=2)=O)[CH:15]([F:17])[CH3:16])[CH2:9][CH2:8]1)=[O:6])[CH2:2][CH3:3]>C(O)C.[Pd]>[CH2:1]([O:4][C:5]([N:7]1[CH2:12][CH2:11][N:10]([C:13](=[O:29])[CH:14]([NH2:18])[CH:15]([F:17])[CH3:16])[CH2:9][CH2:8]1)=[O:6])[CH2:2][CH3:3]. Reported procedure: To a solution of 591 mg 4-(2-Benzyloxycarbonylamino-3-fluoro-butyryl)-piperazine-1-carboxylic acid propyl ester in 20 ml ethanol were added 0.1 g Pd/C (10%) and the suspension stirred under an atmosphere of hydrogen (1 bar) for 1 h. The reaction mixture was filtrated over a plug of Celite, washed with ethanol and concentrated to give the crude product which was used in the subsequent reaction. Yield: 347 mg. Starting materials: N#Cc1cccc(NC(=O)Nc2ccc(S(=O)(=O)NCc3ccc(S(N)(=O)=O)cc3)cc2)c1, CCCCN1CCNCC1=O. The product is CCCCN1CCN(C(=N)c2cccc(NC(=O)Nc3ccc(S(=O)(=O)NCc4ccc(S(N)(=O)=O)cc4)cc3)c2)CC1=O. As a reaction SMILES: [C:1](#[N:2])[c:3]1[cH:4][c:5]([NH:9][C:10]([NH:11][c:12]2[cH:13][cH:14][c:15]([S:18](=[O:19])(=[O:20])[NH:21][CH2:22][c:23]3[cH:24][cH:25][c:26]([S:29]([NH2:30])(=[O:31])=[O:32])[cH:27][cH:28]3)[cH:16][cH:17]2)=[O:33])[cH:6][cH:7][cH:8]1.[CH2:34]([CH2:35][CH2:36][CH3:37])[N:38]1[C:39](=[O:44])[CH2:40][NH:41][CH2:42][CH2:43]1>>[C:1](=[NH:2])([c:3]1[cH:4][c:5]([NH:9][C:10]([NH:11][c:12]2[cH:13][cH:14][c:15]([S:18](=[O:19])(=[O:20])[NH:21][CH2:22][c:23]3[cH:24][cH:25][c:26]([S:29]([NH2:30])(=[O:31])=[O:32])[cH:27][cH:28]3)[cH:16][cH:17]2)=[O:33])[cH:6][cH:7][cH:8]1)[N:41]1[CH2:40][C:39](=[O:44])[N:38]([CH2:34][CH2:35][CH2:36][CH3:37])[CH2:43][CH2:42]1. Reactants: BrC1=CC=C(C=C1)C1=CC=C(C=C1)O (4-bromo-4′-hydroxy-1,1′-biphenyl), C[C@@H]1CNC[C@@H](O1)C (cis-2,6-dimethylmorpholine), C[Si](C)(C)[N-][Si](C)(C)C.[Li+] (lithium bis(trimethylsilyl)amide), Cl (hydrochloric acid). Run in C1(=CC=CC=C1)C (toluene), ClCCl (dichloromethane). Reaction SMILES: Br[C:2]1[CH:7]=[CH:6][C:5]([C:8]2[CH:13]=[CH:12][C:11]([OH:14])=[CH:10][CH:9]=2)=[CH:4][CH:3]=1.[CH3:15][C@H:16]1[O:21][C@@H:20]([CH3:22])[CH2:19][NH:18][CH2:17]1.C[Si]([N-][Si](C)(C)C)(C)C.[Li+].Cl>C1(C)C=CC=CC=1.CC1C=CC=CC=1[P](C1C=CC=CC=1C)([Pd](Cl)(Cl)[P](C1=C(C)C=CC=C1)(C1C=CC=CC=1C)C1C=CC=CC=1C)C1C=CC=CC=1C.ClCCl>[CH3:22][C@H:20]1[O:21][C@@H:16]([CH3:15])[CH2:17][N:18]([C:2]2[CH:7]=[CH:6][C:5]([C:8]3[CH:13]=[CH:12][C:11]([OH:14])=[CH:10][CH:9]=3)=[CH:4][CH:3]=2)[CH2:19]1 |f:2.3,^1:47,58|. Product: C[C@@H]1CN(C[C@@H](O1)C)C1=CC=C(C=C1)C1=CC=C(C=C1)O (4′-(cis-2,6-dimethylmorpholin-4-yl)-1,1′-biphenyl-4-ol). Reaction conditions: temperature 100 celsius, time 6 hour. Procedure: A mixture of 4-bromo-4′-hydroxy-1,1′-biphenyl (5 g), cis-2,6-dimethylmorpholine, dichlorobis(tri-o-tolylphosphine)-palladium(II) and lithium bis(trimethylsilyl)amide (1.0 M solution in hexanes) (44 ml) in toluene (25 ml) was stirred for 6 hours at 100° C. The reaction mixture was added to a mixture of 1.0 mol/l hydrochloric acid and dichloromethane. The organic layer was washed with 1.0 mol/l hydrochloric acid, sodium hydrogen carbonate solution and sodium chloride solution. The organic layer wa... The reagents and catalysts are CC1=C([P](C2=C(C)C=CC=C2)([Pd]([P](C3=C(C)C=CC=C3)(C4=C(C)C=CC=C4)C(C=CC=C5)=C5C)(Cl)Cl)C6=C(C)C=CC=C6)C=CC=C1 (dichlorobis(tri-o-tolylphosphine)-palladium(II)). Reactants: NC(CCC(=O)O)C(F)F (4-amino-4-difluoromethylbutyric acid), ClC(=O)OCC1=CC=CC=C1 (benzyl chloroformate), Cl (hydrochloric acid). Solvent: [OH-].[Na+] (sodium hydroxide), O1CCOCC1 (dioxane), [OH-].[Na+] (sodium hydroxide). The product is C(C1=CC=CC=C1)OC(=O)NC(CCC(=O)O)C(F)F (4-benzyloxycarbonylamino-4-difluoromethylbutyric acid). As a reaction SMILES: [NH2:1][CH:2]([CH:8]([F:10])[F:9])[CH2:3][CH2:4][C:5]([OH:7])=[O:6].Cl[C:12]([O:14][CH2:15][C:16]1[CH:21]=[CH:20][CH:19]=[CH:18][CH:17]=1)=[O:13].Cl>[OH-].[Na+].O1CCOCC1>[CH2:15]([O:14][C:12]([NH:1][CH:2]([CH:8]([F:10])[F:9])[CH2:3][CH2:4][C:5]([OH:7])=[O:6])=[O:13])[C:16]1[CH:21]=[CH:20][CH:19]=[CH:18][CH:17]=1 |f:3.4|. Reported procedure: To a solution of 2 mmole of 4-amino-4-difluoromethylbutyric acid in 5 ml of 1 N sodium hydroxide at 0° C. are added simultaneously from two syringes 2 mmole of benzyl chloroformate in 1 ml of dioxane and 2 ml of 1 N sodium hydroxide. After 30 minutes at 0° C. the solution is acidified by the addition of 6 N hydrochloric acid, then extracted well with dichloromethane. The organic phase is dried and concentrated to afford 4-benzyloxycarbonylamino-4-difluoromethylbutyric acid which is dissolved in ... Reactants: C(C)(=O)OC1=CC(=CC2=CC=CC=C12)S(=O)(=O)Cl (4-Acetoxy-2-naphthalenesulfonyl chloride), C12SCC(NC1)C2 (2-thia-5-azabicyclo[2.2.1]heptane), N1=CC=CC=C1 (pyridine). Run in C(Cl)(Cl)Cl (CHCl3). Product: C(C)(=O)OC1=CC(=CC2=CC=CC=C12)S(=O)(=O)N1C2CSC(C1)C2 (5-(1-Acetoxy-3-naphthylsulfonyl)-2-thia-5-azabicyclo-[2.2.1]heptane). Isolated yield 35.3%. As a reaction SMILES: [C:1]([O:4][C:5]1[C:14]2[C:9](=[CH:10][CH:11]=[CH:12][CH:13]=2)[CH:8]=[C:7]([S:15](Cl)(=[O:17])=[O:16])[CH:6]=1)(=[O:3])[CH3:2].[CH:19]12[CH2:25][CH:22]([NH:23][CH2:24]1)[CH2:21][S:20]2.N1C=CC=CC=1>C(Cl)(Cl)Cl>[C:1]([O:4][C:5]1[C:14]2[C:9](=[CH:10][CH:11]=[CH:12][CH:13]=2)[CH:8]=[C:7]([S:15]([N:23]2[CH2:24][CH:19]3[CH2:25][CH:22]2[CH2:21][S:20]3)(=[O:17])=[O:16])[CH:6]=1)(=[O:3])[CH3:2]. Procedure details: 4-Acetoxy-2-naphthalenesulfonyl chloride (375 mg, 2.50 mmol) and 2-thia-5-azabicyclo[2.2.1]heptane (711 mg, 2.50 mmol) were combined in CHCl3 (20 ml) and pyridine (20 ml) and the mixture was stirred at room temperature for 15 hr. At this time the solvent was evaporated under reduced pressure and the residue was partitioned between EtOAc and 1N aq HCl. The EtOAc was then washed with saturated aq NaHCO3, dried over Na2SO4, and concentrated. The residue was purified by flash chromatography using 3%...